Dataset: the Open Reaction Database (ORD), a public repository of structured organic reaction records. Task: describe an organic reaction: reactants, conditions, products, and yield The reactants are O.NC1=C(C=C(C=C1Cl)C(=O)C=O)Cl (4-amino-3,5-dichlorophenylglyoxal hydrate), CC(CNC(CC1=CC=CC=C1)=O)(C)N (1,1-dimethyl-2-(2-phenylacetamido)ethylamine). Solvent: CO (methanol). Conditions: time 16 hour. Product: Cl.Cl.NC1=C(C=C(C=C1Cl)C(CNC(CNC(CC1=CC=CC=C1)=O)(C)C)O)Cl (1-(4-amino-3,5-di-chlorophenyl)-2-[1,1-dimethyl-2-(2-phenylacetamido)ethylamino]-ethanol dihydrochloride). Isolated yield 130.4%. Reaction SMILES: O.[NH2:2][C:3]1[C:8]([Cl:9])=[CH:7][C:6]([C:10]([CH:12]=O)=[O:11])=[CH:5][C:4]=1[Cl:14].[CH3:15][C:16]([NH2:29])([CH3:28])[CH2:17][NH:18][C:19](=[O:27])[CH2:20][C:21]1[CH:26]=[CH:25][CH:24]=[CH:23][CH:22]=1>CO>[ClH:9].[ClH:9].[NH2:2][C:3]1[C:4]([Cl:14])=[CH:5][C:6]([CH:10]([OH:11])[CH2:12][NH:29][C:16]([CH3:28])([CH3:15])[CH2:17][NH:18][C:19](=[O:27])[CH2:20][C:21]2[CH:26]=[CH:25][CH:24]=[CH:23][CH:22]=2)=[CH:7][C:8]=1[Cl:9] |f:0.1,4.5.6|. Reported procedure: A mixture of 4-amino-3,5-dichlorophenylglyoxal hydrate (1.18 g.) and 1,1-dimethyl-2-(2-phenylacetamido)ethylamine (1.03 g.) in methanol (20 ml.) was stirred at room temperature for 16 hours. The mixture was then filtered and the filtrate stirred vigorously during the dropwise addition of a solution of sodium borohydride (500 mg.) in water (2 ml.). After stirring for 2 hours, the mixture was acidified with concentrated hydrochloric acid to pH 2-3, and then evaporated. The solid residue was suspen... Reactants: CN(C)CCNc1nc2cc3c(cc2[n+]([O-])n1)OCC3, ClCCl, O=C(O)C(F)(F)F, O=C(OC(=O)C(F)(F)F)C(F)(F)F, N, OO. The product is CN(C)CCNc1n[n+]([O-])c2cc3c(cc2[n+]1[O-])CCO3. Reaction SMILES: [CH3:16][N:17]([CH2:18][CH2:19][NH:20][c:21]1[n:22][n+:23]([O-:34])[c:24]2[c:25]([n:26]1)[cH:27][c:28]1[c:29]([cH:30]2)[O:31][CH2:32][CH2:33]1)[CH3:35].[Cl:43][CH2:44][Cl:45].[F:36][C:37]([F:38])([F:39])[C:40]([OH:41])=[O:42].[F:3][C:4]([F:5])([F:7])[C:8](=[O:6])[O:9][C:10](=[O:11])[C:12]([F:13])([F:14])[F:15].[NH3:46].[OH:1][OH:2]>>[O-:6][n+:26]1[c:21]([NH:20][CH2:19][CH2:18][N:17]([CH3:16])[CH3:35])[n:22][n+:23]([O-:34])[c:24]2[c:25]1[cH:27][c:28]1[c:29]([cH:30]2)[O:31][CH2:32][CH2:33]1. Run in C(Cl)(Cl)(Cl)Cl (carbon tetrachloride). Procedure: The mixture of 1.08 g of 1-(3-methoxypropyl)-3,3,6-trimethyl-1,3-dihydroindol-2-one, 0.801 g of N-bromosuccinimide, 0.014 g of 2,2′-azobis(2-methylpropionitrile) and 0.021 g of dibenzoyl peroxide in 50 ml of carbon tetrachloride is heated to reflux with stirring. The reaction mixture is stirred at reflux over 1 hour (succinimide crystallizes out) and subsequently cooled to room temperature. The succinimide is filtered off and the filtrate is concentrated by evaporation. The title compound is obt... Reaction SMILES: [CH3:1][O:2][CH2:3][CH2:4][CH2:5][N:6]1[C:14]2[C:9](=[CH:10][CH:11]=[C:12]([CH3:15])[CH:13]=2)[C:8]([CH3:17])([CH3:16])[C:7]1=[O:18].[Br:19]N1C(=O)CCC1=O.N(C(C)(C)C#N)=NC(C)(C)C#N.C(OOC(=O)C1C=CC=CC=1)(=O)C1C=CC=CC=1.C1(=O)NC(=O)CC1>C(Cl)(Cl)(Cl)Cl>[Br:19][CH2:15][C:12]1[CH:13]=[C:14]2[C:9]([C:8]([CH3:16])([CH3:17])[C:7](=[O:18])[N:6]2[CH2:5][CH2:4][CH2:3][O:2][CH3:1])=[CH:10][CH:11]=1. The reactants are COCCCN1C(C(C2=CC=C(C=C12)C)(C)C)=O (1-(3-methoxypropyl)-3,3,6-trimethyl-1,3-dihydroindol-2-one), BrN1C(CCC1=O)=O (N-bromosuccinimide), N(=NC(C#N)(C)C)C(C#N)(C)C (2,2′-azobis(2-methylpropionitrile)), C(C1=CC=CC=C1)(=O)OOC(C1=CC=CC=C1)=O (dibenzoyl peroxide), C1(CCC(N1)=O)=O (succinimide). Yields the product BrCC1=CC=C2C(C(N(C2=C1)CCCOC)=O)(C)C (6-Bromomethyl-1-(3-methoxypropyl)-3,3-dimethyl-1,3-dihydroindol-2-one), SiO2. The reactants are [Al+3], C1CCOC1, CCOC(=O)c1cnc(Cl)cc1NC, [H-], [H-], [H-], [H-], [Li+], [Na+], [OH-], O. The product is CNc1cc(Cl)ncc1CO. Reaction SMILES: [Al+3:16].[CH2:24]1[O:25][CH2:26][CH2:27][CH2:28]1.[Cl:1][c:2]1[n:3][cH:4][c:5]([C:6](=[O:7])[O:8][CH2:9][CH3:10])[c:11]([NH:13][CH3:14])[cH:12]1.[H-:15].[H-:18].[H-:19].[H-:20].[Li+:17].[Na+:23].[OH-:22].[OH2:21]>>[Cl:1][c:2]1[n:3][cH:4][c:5]([CH2:6][OH:7])[c:11]([NH:13][CH3:14])[cH:12]1. Starting materials: CCCCCCSC=CCCl, CO, CCCCCC, CCN(C(C)C)C(C)C. Yields the product CCCCCCSC=CCOC. RXN SMILES: [CH2:1]([CH2:2][CH2:3][CH2:4][CH2:5][CH3:6])[S:7][CH:8]=[CH:9][CH2:10][Cl:11].[CH3:21][OH:22].[CH3:23][CH2:24][CH2:25][CH2:26][CH2:27][CH3:28].[CH:12]([N:13]([CH:14]([CH3:15])[CH3:16])[CH2:17][CH3:18])([CH3:19])[CH3:20]>>[CH2:1]([CH2:2][CH2:3][CH2:4][CH2:5][CH3:6])[S:7][CH:8]=[CH:9][CH2:10][O:22][CH3:21]. The reactants are C(C)OC(C1=C(C=CC=C1C)O)=O (2-hydroxy-6-methyl-benzoic acid ethyl ester), C(C)(C)(C)[Si](C)(C)Cl (t-butyl-di-methylsilyl chloride), C(C)(C)N(CC)C(C)C (diisopropyl ethylamine). Run in ClCCl (dichloromethane). Conditions: temperature 50 celsius, time 24 hour. Yields the product C(C)OC(C1=C(C=CC=C1C)O[Si](C)(C)C(C)(C)C)=O (2-(tert-butyl-dimethyl-silanyloxy)-6-methyl-benzoic acid ethyl ester). Yield: 92.8%. Reaction SMILES: [CH2:1]([O:3][C:4](=[O:13])[C:5]1[C:10]([CH3:11])=[CH:9][CH:8]=[CH:7][C:6]=1[OH:12])[CH3:2].[C:14]([Si:18](Cl)([CH3:20])[CH3:19])([CH3:17])([CH3:16])[CH3:15].C(N(C(C)C)CC)(C)C>ClCCl>[CH2:1]([O:3][C:4](=[O:13])[C:5]1[C:10]([CH3:11])=[CH:9][CH:8]=[CH:7][C:6]=1[O:12][Si:18]([C:14]([CH3:17])([CH3:16])[CH3:15])([CH3:20])[CH3:19])[CH3:2]. Procedure: To a solution of 2-hydroxy-6-methyl-benzoic acid ethyl ester (5.00 g, 27.8 mmol) and t-butyl-di-methylsilyl chloride (6.27 g, 41.6 mmol) in dichloromethane (100 ml) was added diisopropyl ethylamine. The solution was stirred at 50° C. for 24 hours, washed with water, brine, dried (MgSO4), filtered and the solvent evaporated in vacuo, which afforded 7.6 g (93%) of 2-(tert-butyl-dimethyl-silanyloxy)-6-methyl-benzoic acid ethyl ester as an oil. Starting materials: CC(C)(C)[Si](C)(C)Cl, OC1CC=C(COCc2ccccc2)C1, CN(C)C=O, c1c[nH]cn1. The product is CC(C)(C)[Si](C)(C)OC1CC=C(COCc2ccccc2)C1. Reaction SMILES: [C:21]([CH3:22])([CH3:23])([CH3:24])[Si:25]([Cl:26])([CH3:27])[CH3:28].[CH2:1]([c:2]1[cH:3][cH:4][cH:5][cH:6][cH:7]1)[O:8][CH2:9][C:10]1=[CH:14][CH2:13][CH:12]([OH:15])[CH2:11]1.[CH3:29][N:30]([CH3:31])[CH:32]=[O:33].[nH:16]1[cH:17][cH:18][n:19][cH:20]1>>[CH2:1]([c:2]1[cH:3][cH:4][cH:5][cH:6][cH:7]1)[O:8][CH2:9][C:10]1=[CH:14][CH2:13][CH:12]([O:15][Si:25]([C:21]([CH3:22])([CH3:23])[CH3:24])([CH3:27])[CH3:28])[CH2:11]1. Reactants: NC=1C=C(C=CC1)O (3-aminophenol), ClC1=NC=C(C(=N1)NC(C1=CC=C(C=C1)Cl)C1=CC=C(C=C1)Cl)F (N-(2-chloro-5-fluoro-pyrimidinyl)-1,1-di(4-chlorophenyl)methylamine). Yields the product FC=1C(=NC(=NC1)NC1=CC(=CC=C1)O)NC(C1=CC=C(C=C1)Cl)C1=CC=C(C=C1)Cl (5-fluoro-N2-(3-hydroxyphenyl)-N4-[di-(4-chlorophenyl)methyl]-2,4-pyrimidinediamine). RXN SMILES: [NH2:1][C:2]1[CH:3]=[C:4]([OH:8])[CH:5]=[CH:6][CH:7]=1.Cl[C:10]1[N:15]=[C:14]([NH:16][CH:17]([C:25]2[CH:30]=[CH:29][C:28]([Cl:31])=[CH:27][CH:26]=2)[C:18]2[CH:23]=[CH:22][C:21]([Cl:24])=[CH:20][CH:19]=2)[C:13]([F:32])=[CH:12][N:11]=1>>[F:32][C:13]1[C:14]([NH:16][CH:17]([C:18]2[CH:23]=[CH:22][C:21]([Cl:24])=[CH:20][CH:19]=2)[C:25]2[CH:26]=[CH:27][C:28]([Cl:31])=[CH:29][CH:30]=2)=[N:15][C:10]([NH:1][C:2]2[CH:7]=[CH:6][CH:5]=[C:4]([OH:8])[CH:3]=2)=[N:11][CH:12]=1. Procedure: In like manner to the preparation of N4-(3,4-ethylenedioxyphenyl)-5-fluoro-N2-(3-hydroxyphenyl)-4-pyrimidinediamine, 3-aminophenol and N-(2-chloro-5-fluoro-pyrimidinyl)-1,1-di(4-chlorophenyl)methylamine produced 5-fluoro-N2-(3-hydroxyphenyl)-N4-[di-(4-chlorophenyl)methyl]-2,4-pyrimidinediamine. LCMS: ret. time: 25.59 min.; purity: 91%; MS (m/e): 421 (MH+-Cl). The reactants are CCC(O)(C=Cc1ccc(C(CC)(CC)c2ccc(B3OC(C)(C)C(C)(C)O3)c(C)c2)cc1C)CC, COC(=O)Cc1cncc(Br)c1, CN(C)C=O, [K+], [K+], [K+], O=P([O-])([O-])[O-]. Yields the product CCC(O)(C=Cc1ccc(C(CC)(CC)c2ccc(-c3cncc(CC(=O)OC)c3)c(C)c2)cc1C)CC. RXN SMILES: [CH2:1]([CH3:2])[C:3]([CH:4]=[CH:5][c:6]1[c:7]([CH3:33])[cH:8][c:9]([C:12]([CH2:13][CH3:14])([c:15]2[cH:16][c:17]([CH3:30])[c:18]([B:21]3[O:22][C:23]([CH3:24])([CH3:25])[C:26]([CH3:27])([CH3:28])[O:29]3)[cH:19][cH:20]2)[CH2:31][CH3:32])[cH:10][cH:11]1)([CH2:34][CH3:35])[OH:36].[CH3:37][O:38][C:39]([CH2:40][c:41]1[cH:42][n:43][cH:44][c:45]([Br:47])[cH:46]1)=[O:48].[CH3:57][N:58]([CH3:59])[CH:60]=[O:61].[K+:54].[K+:55].[K+:56].[P:49]([O-:50])([O-:51])([O-:52])=[O:53]>>[CH2:1]([CH3:2])[C:3]([CH:4]=[CH:5][c:6]1[c:7]([CH3:33])[cH:8][c:9]([C:12]([CH2:13][CH3:14])([c:15]2[cH:16][c:17]([CH3:30])[c:18](-[c:45]3[cH:44][n:43][cH:42][c:41]([CH2:40][C:39]([O:38][CH3:37])=[O:48])[cH:46]3)[cH:19][cH:20]2)[CH2:31][CH3:32])[cH:10][cH:11]1)([CH2:34][CH3:35])[OH:36].